From a dataset of the Open Reaction Database (ORD), a public repository of structured organic reaction records. describe an organic reaction: reactants, conditions, products, and yield Reactants: COc1cc(C(=O)O)cc(OC)c1OC, Cc1ccc2cccc(N)c2n1. The reagents and catalysts are C1CCC(CC1)N=C=NC2CCCCC2 (DCC), CN(C)C1=CC=NC=C1 (DMAP). The solvent is CN(C)C=O (DMF), CN(C)C=O (DMF), CN(C)C=O (DMF), CN(C)C=O (DMF), CN(C)C=O (DMF), CN(C)C=O (DMF). Conditions: temperature 25 celsius, time 2 hour. Yields the product COc1cc(C(=O)Nc2cccc3ccc(C)nc23)cc(OC)c1OC. Isolated yield 6.5%. As a reaction SMILES: Cc1ccc2cccc(N)c2n1.COc1cc(C(=O)O)cc(OC)c1OC.C1CCC(CC1)N=C=NC2CCCCC2.CN(C)C1=CC=NC=C1.CN(C)C=O>>COc1cc(C(=O)Nc2cccc3ccc(C)nc23)cc(OC)c1OC. The reactants are Cn1c(=O)c(-c2c(Cl)cccc2Cl)cc2cnc(S(C)(=O)=O)nc21, COc1ccc(N)cn1, O. Yields the product COc1ccc(Nc2ncc3cc(-c4c(Cl)cccc4Cl)c(=O)n(C)c3n2)cn1. Reaction SMILES: [Cl:1][c:2]1[c:3](-[c:9]2[cH:10][c:11]3[c:12]([n:13][c:14]([S:17]([CH3:18])(=[O:19])=[O:20])[n:15][cH:16]3)[n:21]([CH3:24])[c:22]2=[O:23])[c:4]([Cl:8])[cH:5][cH:6][cH:7]1.[NH2:25][c:26]1[cH:27][cH:28][c:29]([O:32][CH3:33])[n:30][cH:31]1.[OH2:34]>>[Cl:1][c:2]1[c:3](-[c:9]2[cH:10][c:11]3[c:12]([n:13][c:14]([NH:25][c:26]4[cH:27][cH:28][c:29]([O:32][CH3:33])[n:30][cH:31]4)[n:15][cH:16]3)[n:21]([CH3:24])[c:22]2=[O:23])[c:4]([Cl:8])[cH:5][cH:6][cH:7]1. Starting materials: C1(CCCC1)N1NC(=C2C1=NC(=NC2=O)C2=CC(=NC(=C2)C)Cl)CC (1-cyclopentyl-3-ethyl-6-(2-chloro-6-methyl-4-pyridyl)pyrazolo[3,4-d]pyrimidin-4-one), N1C=NC=C1 (imidazole). The solvent is CN1C(CCC1)=O (N-methyl-2-pyrrolidinone). Product: C1(CCCC1)N1NC(=C2C1=NC(=NC2=O)C2=CC(=NC(=C2)C)N2C=NC=C2)CC (1-cyclopentyl-3-ethyl- 6-[2-(1-imidazolyl)-6-methyl-4-pyridyl]pyrazolo[3,4-d]pyrimidin-4-one). Yield: 5.5%. Reaction SMILES: [CH:1]1([N:6]2[C:10]3=[N:11][C:12]([C:16]4[CH:21]=[C:20]([CH3:22])[N:19]=[C:18](Cl)[CH:17]=4)=[N:13][C:14](=[O:15])[C:9]3=[C:8]([CH2:24][CH3:25])[NH:7]2)[CH2:5][CH2:4][CH2:3][CH2:2]1.[NH:26]1[CH:30]=[CH:29][N:28]=[CH:27]1>CN1CCCC1=O>[CH:1]1([N:6]2[C:10]3=[N:11][C:12]([C:16]4[CH:21]=[C:20]([CH3:22])[N:19]=[C:18]([N:26]5[CH:30]=[CH:29][N:28]=[CH:27]5)[CH:17]=4)=[N:13][C:14](=[O:15])[C:9]3=[C:8]([CH2:24][CH3:25])[NH:7]2)[CH2:5][CH2:4][CH2:3][CH2:2]1. Reported procedure: A mixture of 1-cyclopentyl-3-ethyl-6-(2-chloro-6-methyl-4-pyridyl)pyrazolo[3,4-d]pyrimidin-4-one (0.30 g, 0.84 mmol), imidazole (0.06 g, 0.9 mmol) and N-methyl-2-pyrrolidinone (10 ml) was refluxed for 60 hours. The mixture was cooled to room temperature, filtered through a plug of celite and the plug was rinsed with methanol. The solvent was removed in vacuo and the residue was washed with ethanol and the solution was filtered. The filtrate was treated with charcoal, filtered, and the solvent wa... Reactants: [N+](=O)([O-])C=1C=C(C(=O)Cl)C=C(C1OC1=CC=CC=C1)S(N)(=O)=O (3-Nitro-4-phenoxy-5-sulphamyl-benzoyl chloride), N (ammonia). Yields the product [N+](=O)([O-])C=1C=C(C(=O)N)C=C(C1OC1=CC=CC=C1)S(N)(=O)=O (3-nitro-4-phenoxy-5-sulphamyl-benzamide). As a reaction SMILES: [N+:1]([C:4]1[CH:5]=[C:6]([CH:10]=[C:11]([S:20](=[O:23])(=[O:22])[NH2:21])[C:12]=1[O:13][C:14]1[CH:19]=[CH:18][CH:17]=[CH:16][CH:15]=1)[C:7](Cl)=[O:8])([O-:3])=[O:2].[NH3:24]>>[N+:1]([C:4]1[CH:5]=[C:6]([CH:10]=[C:11]([S:20](=[O:23])(=[O:22])[NH2:21])[C:12]=1[O:13][C:14]1[CH:19]=[CH:18][CH:17]=[CH:16][CH:15]=1)[C:7]([NH2:24])=[O:8])([O-:3])=[O:2]. Reported procedure: 3-Nitro-4-phenoxy-5-sulphamyl-benzoyl chloride (4 g) was added in portions to liquid ammonia (40 ml). Then excess of ammonia was distilled off, and the residue was triturated with water (50 ml). The precipitated 3-nitro-4-phenoxy-5-sulphamyl-benzamide was isolated by filtration and recrystallized twice from aqueous ethanol. After drying in vacuo, the compound was obtained with a melting point of 255°-256°C. Starting materials: ClC(C(=O)OCC)C(=O)C(F)(F)F (ethyl 2-chloro-4,4,4-trifluoroacetoacetate), C(C)(=S)N (thioacetamide), C([O-])(O)=O.[Na+] (sodium bicarbonate). The solvent is C(C)(=O)O (acetic acid). Product: CC=1SC(=C(N1)C(F)(F)F)C(=O)OCC (ethyl 2-methyl-4-trifluoromethylthiazole-5-carboxylate). The yield is 56.4%. As a reaction SMILES: Cl[CH:2]([C:8]([C:10]([F:13])([F:12])[F:11])=O)[C:3]([O:5][CH2:6][CH3:7])=[O:4].[C:14]([NH2:17])(=[S:16])[CH3:15].C(=O)(O)[O-].[Na+]>C(O)(=O)C>[CH3:15][C:14]1[S:16][C:2]([C:3]([O:5][CH2:6][CH3:7])=[O:4])=[C:8]([C:10]([F:13])([F:12])[F:11])[N:17]=1 |f:2.3|. Reported procedure: 6.00 g of ethyl 2-chloro-4,4,4-trifluoroacetoacetate and 2.06 g of thioacetamide were dissolved in 30 ml of acetic acid and the mixture was refluxed for 6 hours with stirring. The resulting solution was neutralized with aqueous sodium bicarbonate solution, then extracted with ethyl acetate and the organic layer was concentrated. The residue was chromatographed on silica gel (eluent; n-hexane:chloroform:tetrahydrofuran=6:2:1 V/V) to obtain 3.7 g of ethyl 2-methyl-4-trifluoromethylthiazole-5-carbo...